This data is from the Open Reaction Database (ORD), a public repository of structured organic reaction records. The task is: describe an organic reaction: reactants, conditions, products, and yield The reactants are ice water, FC(C1=CC=C(C=C1)O)(F)F (4-(trifluoromethyl)phenol), FC1=CC=C(C=O)C=C1 (4-fluorobenzaldehyde), C([O-])([O-])=O.[K+].[K+] (potassium carbonate). Run in CN(C=O)C (dimethylformamide). Conditions: temperature 150 celsius, time 3 hour. Product: FC(C1=CC=C(OC2=CC=C(C=O)C=C2)C=C1)(F)F (4-(4-trifluoromethylphenoxy)benzaldehyde). RXN SMILES: [F:1][C:2]([F:11])([F:10])[C:3]1[CH:8]=[CH:7][C:6]([OH:9])=[CH:5][CH:4]=1.F[C:13]1[CH:20]=[CH:19][C:16]([CH:17]=[O:18])=[CH:15][CH:14]=1.C(=O)([O-])[O-].[K+].[K+]>CN(C)C=O>[F:1][C:2]([F:10])([F:11])[C:3]1[CH:4]=[CH:5][C:6]([O:9][C:13]2[CH:20]=[CH:19][C:16]([CH:17]=[O:18])=[CH:15][CH:14]=2)=[CH:7][CH:8]=1 |f:2.3.4|. Reported procedure: A mixture of 4-(trifluoromethyl)phenol (4.86 g, 1 equiv), 4-fluorobenzaldehyde (3.22 mL, 1 equiv), potassium carbonate (4.15 g, 1 equiv) and dimethylformamide (60 mL) was stirred at 150° C. under argon for 3 hours, then poured into ice/water. The precipitate was filtered off, washed with water, then extracted with hot ethanol. Undissolved solid was removed by filtration, and the filtrate evaporated and purified by chromatography on silica. 1H-NMR (CDCl3) δ 7.14 (4H, m), 7.66 (2H, m), 7.90 (2H, m... The reagents and catalysts are C=1C=CC(=CC1)[P](C=2C=CC=CC2)(C=3C=CC=CC3)[Pd]([P](C=4C=CC=CC4)(C=5C=CC=CC5)C=6C=CC=CC6)([P](C=7C=CC=CC7)(C=8C=CC=CC8)C=9C=CC=CC9)[P](C=1C=CC=CC1)(C=1C=CC=CC1)C=1C=CC=CC1 (tetrakis(triphenylphosphine)palladium(0)). Product: ClC1=CC(=C(C=C1)C1=CC2CCC(C1)N2C(=O)OCC)C(CC)=O (ethyl 3-(4-chloro-2-propionylphenyl)-8-azabicyclo[3.2.1]oct-2-ene-8-carboxylate). Solvent: C1(=CC=CC=C1)C (toluene), C(C)O (ethanol), O (water). The reactants are FC(S(=O)(=O)OC1=C(C=C(C=C1)Cl)C(CC)=O)(F)F (4-chloro-2-propionylphenyl trifluoromethanesulfonate), aqueous solution, C([O-])([O-])=O.[Na+].[Na+] (sodium carbonate), FC(S(=O)(=O)[O-])(F)F (trifluoromethanesulfonate), CC1(OB(OC1(C)C)C1=CC2CCC(C1)N2C(=O)OCC)C (ethyl 3-(4,4,5,5-tetramethyl-1,3,2-dioxaborolan-2-yl)-8-azabicyclo[3.2.1]oct-2-ene-8-carboxylate). RXN SMILES: FC(F)(F)S(O[C:7]1[CH:12]=[CH:11][C:10]([Cl:13])=[CH:9][C:8]=1[C:14](=[O:17])[CH2:15][CH3:16])(=O)=O.C(=O)([O-])[O-].[Na+].[Na+].CC1(C)C(C)(C)OB([C:34]2[CH2:40][CH:39]3[N:41]([C:42]([O:44][CH2:45][CH3:46])=[O:43])[CH:36]([CH2:37][CH2:38]3)[CH:35]=2)O1.FC(F)(F)S([O-])(=O)=O>C1C=CC([P]([Pd]([P](C2C=CC=CC=2)(C2C=CC=CC=2)C2C=CC=CC=2)([P](C2C=CC=CC=2)(C2C=CC=CC=2)C2C=CC=CC=2)[P](C2C=CC=CC=2)(C2C=CC=CC=2)C2C=CC=CC=2)(C2C=CC=CC=2)C2C=CC=CC=2)=CC=1.O.C1(C)C=CC=CC=1.C(O)C>[Cl:13][C:10]1[CH:11]=[CH:12][C:7]([C:34]2[CH2:35][CH:36]3[N:41]([C:42]([O:44][CH2:45][CH3:46])=[O:43])[CH:39]([CH2:38][CH2:37]3)[CH:40]=2)=[C:8]([C:14](=[O:17])[CH2:15][CH3:16])[CH:9]=1 |f:1.2.3,^1:59,61,80,99|. Reaction conditions: temperature 75 celsius. Procedure: To a mixture of 4-chloro-2-propionylphenyl trifluoromethanesulfonate (2-5) (21.0 g, 66.3 mmol), absolute ethanol (120 mL), toluene (120 mL), and 2M aqueous solution of sodium carbonate (100 mL) was added ethyl 3-(4,4,5,5-tetramethyl-1,3,2-dioxaborolan-2-yl)-8-azabicyclo[3.2.1]oct-2-ene-8-carboxylate (2-3) (20.3 g, 66.3 mmol). The mixture was evacuated and flushed with nitrogen three times. After addition of tetrakis(triphenylphosphine)palladium(0) (7.69 g, 6.63 mmol), the mixture was heated at 7... The reactants are C(C1=CC=CC=C1)N1C(N(CC1)C=1SC(=C(N1)C)C(=O)O)=O (2-(3-benzyl-2-oxoimidazolidin-1-yl)-4-methylthiazole-5-carboxylic acid), C1(CC1)CN1C(N(CC1)C=1SC(=C(N1)C)C(=O)O)=O (2-(3-(cyclopropylmethyl)-2-oxoimidazolidin-1-yl)-4-methylthiazole-5-carboxylic acid), FC1=CC=C(CN)C=C1 (4-fluorobenzylamine). Product: C1(CC1)CN1C(N(CC1)C=1SC(=C(N1)C)C(=O)NCC1=CC=C(C=C1)F)=O (2-(3-(cyclopropylmethyl)-2-oxoimidazolidin-1-yl)-N-(4-fluorobenzyl)-4-methylthiazole-5-carboxamide). The yield is 76.0%. As a reaction SMILES: [CH2:1]([N:8]1[CH2:12][CH2:11][N:10]([C:13]2[S:14][C:15]([C:19]([OH:21])=O)=[C:16]([CH3:18])[N:17]=2)[C:9]1=[O:22])[C:2]1[CH:7]=[CH:6]C=CC=1.C1(CN2CCN(C3SC(C(O)=O)=C(C)N=3)C2=O)CC1.[F:42][C:43]1[CH:50]=[CH:49][C:46]([CH2:47][NH2:48])=[CH:45][CH:44]=1>>[CH:2]1([CH2:1][N:8]2[CH2:12][CH2:11][N:10]([C:13]3[S:14][C:15]([C:19]([NH:48][CH2:47][C:46]4[CH:49]=[CH:50][C:43]([F:42])=[CH:44][CH:45]=4)=[O:21])=[C:16]([CH3:18])[N:17]=3)[C:9]2=[O:22])[CH2:7][CH2:6]1. Procedure details: Following the procedure as describe in Example 9, making variations as required to replace 2-(3-benzyl-2-oxoimidazolidin-1-yl)-4-methylthiazole-5-carboxylic acid with 2-(3-(cyclopropylmethyl)-2-oxoimidazolidin-1-yl)-4-methylthiazole-5-carboxylic acid to react with 4-fluorobenzylamine in place of benzylamine, the title compound was obtained as a white powder in 76% yield: mp 146-147° C.; 1H NMR (300 MHz, DMSO-d6) δ 7.27-7.23 (m, 2H), 7.00-6.94 (m, 2H), 6.01 (t, J=5.4 Hz, 1H), 4.48 (d, J=5.4 Hz, 2... The reactants are ClC1=CC(=C(CCl)C=C1)F (4-chloro-2-fluorobenzyl chloride), C(C)O (ethanol), [C-]#N.[Na+] (sodium cyanide). The solvent is O (water), O (water). Reported procedure: Then, 18.5 g of 4-chloro-2-fluorobenzyl chloride was dissolved in a mixed solvent consisting of 130 ml of ethanol and 30 ml of water, to which 5.3 g of sodium cyanide was added, and the mixture was heated under reflux for 2 hours. After completion of the reaction, the reaction mixture was allowed to stand for cooling to room temperature, poured into water, and extracted with ethyl acetate. The organic layer was washed with saturated sodium chloride solution, dried, and concentrated. The residue ... The product is ClC1=CC(=C(C=C1)CC#N)F (4-chloro-2-fluorophenylacetonitrile). Isolated yield 86.2%. Reaction SMILES: [Cl:1][C:2]1[CH:9]=[CH:8][C:5]([CH2:6]Cl)=[C:4]([F:10])[CH:3]=1.C(O)C.[C-:14]#[N:15].[Na+]>O>[Cl:1][C:2]1[CH:9]=[CH:8][C:5]([CH2:6][C:14]#[N:15])=[C:4]([F:10])[CH:3]=1 |f:2.3|. The reactants are COC(C[C@@H]1COC2=C1C=CC(=C2)O[C@@H]2CCC1=C(C=CC(=C21)F)B2OC(C(O2)(C)C)(C)C)=O ({(S)-6-[(R)-7-fluoro-4-(4,4,5,5-tetramethyl-[1,3,2]dioxaborolan-2-yl)-indan-1-yloxy]-2,3-dihydro-benzofuran-3-yl}-acetic acid methyl ester), BrC1=C(C=C(C=C1C)C=1SC=CN1)C (2-(4-bromo-3,5-dimethyl-phenyl)-thiazole), BrC1=C2CC[C@H](C2=C(C=C1)F)OC1=CC2=C([C@@H](CO2)CC(=O)OC)C=C1 (Methyl 2-((S)-6-((R)-4-bromo-7-fluoro-2,3-dihydro-1H-inden-1-yloxy)-2,3-dihydrobenzofuran-3-yl)acetate). Yields the product COC(C[C@@H]1COC2=C1C=CC(=C2)O[C@@H]2CCC1=C(C=CC(=C21)F)C2=C(C=C(C=C2C)C=2SC=CN2)C)=O ({(S)-6-[(R)-4-(2,6-Dimethyl-4-thiazol-2-yl-phenyl)-7-fluoro-indan-1-yloxy]-2,3-dihydro-benzofuran-3-yl}-acetic acid methyl ester). As a reaction SMILES: [CH3:1][O:2][C:3](=[O:34])[CH2:4][C@H:5]1[C:9]2[CH:10]=[CH:11][C:12]([O:14][C@H:15]3[C:23]4[C:18](=[C:19](B5OC(C)(C)C(C)(C)O5)[CH:20]=[CH:21][C:22]=4[F:24])[CH2:17][CH2:16]3)=[CH:13][C:8]=2[O:7][CH2:6]1.Br[C:36]1[C:41]([CH3:42])=[CH:40][C:39]([C:43]2[S:44][CH:45]=[CH:46][N:47]=2)=[CH:38][C:37]=1[CH3:48].BrC1C=CC(F)=C2C=1CC[C@H]2OC1C=CC2[C@H](CC(OC)=O)COC=2C=1>>[CH3:1][O:2][C:3](=[O:34])[CH2:4][C@H:5]1[C:9]2[CH:10]=[CH:11][C:12]([O:14][C@H:15]3[C:23]4[C:18](=[C:19]([C:36]5[C:37]([CH3:48])=[CH:38][C:39]([C:43]6[S:44][CH:45]=[CH:46][N:47]=6)=[CH:40][C:41]=5[CH3:42])[CH:20]=[CH:21][C:22]=4[F:24])[CH2:17][CH2:16]3)=[CH:13][C:8]=2[O:7][CH2:6]1. Procedure details: The title compound is prepared from {(S)-6-[(R)-7-fluoro-4-(4,4,5,5-tetramethyl-[1,3,2]dioxaborolan-2-yl)-indan-1-yloxy]-2,3-dihydro-benzofuran-3-yl}-acetic acid methyl ester and 2-(4-bromo-3,5-dimethyl-phenyl)-thiazole following a procedure analogous to that described in Step 5 of Intermediate 1. LC (method 7): tR=1.29 min; Mass spectrum (ESI+): m/z=530 [M+H]+. Reactants: CN1CCCC1=O, Cc1cc(F)ccc1[N+](=O)[O-], NN, O. The product is Cc1cc(NN)ccc1[N+](=O)[O-]. As a reaction SMILES: [CH3:15][N:16]1[CH2:17][CH2:18][CH2:19][C:20]1=[O:21].[CH3:4][c:5]1[c:6]([N+:12](=[O:13])[O-:14])[cH:7][cH:8][c:9]([F:11])[cH:10]1.[NH2:2][NH2:3].[OH2:1]>>[NH:2]([NH2:3])[c:9]1[cH:8][cH:7][c:6]([N+:12](=[O:13])[O-:14])[c:5]([CH3:4])[cH:10]1.